Dataset: the Open Reaction Database (ORD), a public repository of structured organic reaction records. Task: describe an organic reaction: reactants, conditions, products, and yield The reactants are BrCc1ccc(-c2ccno2)cc1, O=C1NCCC(F)(F)CC1NS(=O)(=O)c1ccc(Cl)cc1. Product: O=C1NCCC(F)(F)CC1N(Cc1ccc(-c2ccno2)cc1)S(=O)(=O)c1ccc(Cl)cc1. RXN SMILES: [Br:22][CH2:23][c:24]1[cH:25][cH:26][c:27](-[c:30]2[cH:31][cH:32][n:33][o:34]2)[cH:28][cH:29]1.[Cl:1][c:2]1[cH:3][cH:4][c:5]([S:8](=[O:9])(=[O:10])[NH:11][CH:12]2[C:13](=[O:21])[NH:14][CH2:15][CH2:16][C:17]([F:19])([F:20])[CH2:18]2)[cH:6][cH:7]1>>[Cl:1][c:2]1[cH:3][cH:4][c:5]([S:8](=[O:9])(=[O:10])[N:11]([CH:12]2[C:13](=[O:21])[NH:14][CH2:15][CH2:16][C:17]([F:19])([F:20])[CH2:18]2)[CH2:23][c:24]2[cH:25][cH:26][c:27](-[c:30]3[cH:31][cH:32][n:33][o:34]3)[cH:28][cH:29]2)[cH:6][cH:7]1.